This data is from the Open Reaction Database (ORD), a public repository of structured organic reaction records. The task is: describe an organic reaction: reactants, conditions, products, and yield The reactants are O=C([O-])O, CCN(CC)S(F)(F)F, ClCCl, O=c1cc(C(F)(F)F)ccn1-c1c(Cl)cc(CO)cc1Cl, [Na+]. Yields the product O=c1cc(C(F)(F)F)ccn1-c1c(Cl)cc(CF)cc1Cl. Reaction SMILES: [C:31](=[O:32])([O-:33])[OH:34].[CH2:22]([N:23]([S:24]([F:25])([F:26])[F:28])[CH2:27][CH3:29])[CH3:30].[Cl:36][CH2:37][Cl:38].[F:1][C:2]([c:3]1[cH:4][c:5](=[O:19])[n:6](-[c:9]2[c:10]([Cl:18])[cH:11][c:12]([CH2:16][OH:17])[cH:13][c:14]2[Cl:15])[cH:7][cH:8]1)([F:20])[F:21].[Na+:35]>>[F:1][C:2]([c:3]1[cH:4][c:5](=[O:19])[n:6](-[c:9]2[c:10]([Cl:18])[cH:11][c:12]([CH2:16][F:28])[cH:13][c:14]2[Cl:15])[cH:7][cH:8]1)([F:20])[F:21]. Reactants: O1CCCC1 (tetrahydrofuran), C(C)(C)(C)C1=C(C=C(OCC(=O)O)C=C1F)F ((4-tert-butyl-3,5-difluorophenoxy)acetic acid), [Cl-].ClC1[NH+](CCN1C)C (2-chloro-1,3-dimethylimidazolinium chloride), Cl.N[C@H](C)C1=CC(=C(C=C1)NS(=O)(=O)C)C (N-{4-[(1R)-1-aminoethyl]-2-methylphenyl}methanesulfonamide hydrochloride). The solvent is C(C)N(CC)CC (triethylamine). Run at time 2 hour. Product: C(C)(C)(C)C1=C(C=C(OCC(=O)N[C@H](C)C2=CC(=C(C=C2)NS(=O)(=O)C)C)C=C1F)F (2-(4-TERT-BUTYL-3.5-DIFLUOROPHENOXY)-N-((1R)-1-{3-METHYL-4-[(METHYLSULFONYL)AMINO]PHENYL}ETHYL)ACETAMIDE). The yield is 5.2%. As a reaction SMILES: O1CCCC1.[C:6]([C:10]1[C:20]([F:21])=[CH:19][C:13]([O:14][CH2:15][C:16]([OH:18])=O)=[CH:12][C:11]=1[F:22])([CH3:9])([CH3:8])[CH3:7].[Cl-].ClC1N(C)CC[NH+]1C.Cl.[NH2:33][C@@H:34]([C:36]1[CH:41]=[CH:40][C:39]([NH:42][S:43]([CH3:46])(=[O:45])=[O:44])=[C:38]([CH3:47])[CH:37]=1)[CH3:35]>C(N(CC)CC)C>[C:6]([C:10]1[C:11]([F:22])=[CH:12][C:13]([O:14][CH2:15][C:16]([NH:33][C@@H:34]([C:36]2[CH:41]=[CH:40][C:39]([NH:42][S:43]([CH3:46])(=[O:45])=[O:44])=[C:38]([CH3:47])[CH:37]=2)[CH3:35])=[O:18])=[CH:19][C:20]=1[F:21])([CH3:7])([CH3:8])[CH3:9] |f:2.3,4.5|. Reported procedure: To a tetrahydrofuran (THF) (3.0 ml) solution of (4-tert-butyl-3,5-difluorophenoxy)acetic acid (166 mg, 0.68 mmol) was added 2-chloro-1,3-dimethylimidazolinium chloride (CDI) (110 mg, 0.68 mmol) at room temperature and the mixture was stirred for 2 hours, followed by the addition of triethylamine (0.5 ml) and N-{4-[(1R)-1-aminoethyl]-2-methylphenyl}methanesulfonamide hydrochloride (180 mg, 0.68 mmol) with stirring for 10 hours. The reaction was partitioned with water and dichloromethane and the o... Starting materials: CC=1C=CC(=NC1)N (5-methylpyridin-2-amine), ClC(=C(C)C)N(C)C (1-Chloro-N,N,2-trimethylprop-1-en-1-amine), [Si](C)(C)(C(C)(C)C)O[C@H](C(=O)O)COC1CCC1 ((S)-2-(tert-butyldimethylsilyloxy)-3-cyclobutoxypropanoic acid), N1=CC=CC=C1 (Pyridine), C(CC(O)(C(=O)O)CC(=O)O)(=O)O (citric acid). Solvent: C(Cl)Cl (DCM), C(Cl)Cl (DCM), C(Cl)Cl (DCM). Conditions: time 30 minute. The product is [Si](C)(C)(C(C)(C)C)O[C@H](C(=O)NC1=NC=C(C=C1)C)COC1CCC1 ((S)-2-(tert-butyldimethylsilyloxy)-3-cyclobutoxy-N-(5-methylpyridin-2-yl)propanamide). The yield is 58.8%. As a reaction SMILES: ClC(N(C)C)=C(C)C.[Si:9]([O:16][C@@H:17]([CH2:21][O:22][CH:23]1[CH2:26][CH2:25][CH2:24]1)[C:18]([OH:20])=O)([C:12]([CH3:15])([CH3:14])[CH3:13])([CH3:11])[CH3:10].N1C=CC=CC=1.[CH3:33][C:34]1[CH:35]=[CH:36][C:37]([NH2:40])=[N:38][CH:39]=1.C(O)(=O)CC(CC(O)=O)(C(O)=O)O>C(Cl)Cl>[Si:9]([O:16][C@@H:17]([CH2:21][O:22][CH:23]1[CH2:26][CH2:25][CH2:24]1)[C:18]([NH:40][C:37]1[CH:36]=[CH:35][C:34]([CH3:33])=[CH:39][N:38]=1)=[O:20])([C:12]([CH3:13])([CH3:14])[CH3:15])([CH3:10])[CH3:11]. Reported procedure: 1-Chloro-N,N,2-trimethylprop-1-en-1-amine (0.133 mL, 1.00 mmol) was added to a stirred solution of (S)-2-(tert-butyldimethylsilyloxy)-3-cyclobutoxypropanoic acid (Intermediate R4) (250 mg, 0.91 mmol) in DCM (5 mL) at room temperature under nitrogen. The resulting solution was stirred at room temperature for 30 minutes. Pyridine (0.147 mL, 1.82 mmol) was added followed by a solution of 5-methylpyridin-2-amine (108 mg, 1.00 mmol) in DCM (5 mL) and the resulting solution was stirred at ambient temp... Procedure: The title compound is prepared analogously to (1S,2R,3S,5R)-3-(di-Boc-amino)-5-(2,6-dichloro-purin-9-yl)-cyclopentane-1,2-diol by replacing di-Boc-[(1S,4R)-4-(2,6-dichloro-purin-9-yl)-cyclopent-2-enyl]-amine with {2-chloro-9-[(1R,4S)-4-(di-Boc-amino)-cyclopent-2-enyl]-9H-purin-6-yl}-(2,2-diphenyl-ethyl)-amine. Starting materials: C(=O)(OC(C)(C)C)N([C@@H]1[C@H]([C@H]([C@@H](C1)N1C2=NC(=NC(=C2N=C1)Cl)Cl)O)O)C(=O)OC(C)(C)C ((1S,2R,3S,5R)-3-(di-Boc-amino)-5-(2,6-dichloro-purin-9-yl)-cyclopentane-1,2-diol), ClC1=NC(=C2N=CN(C2=N1)[C@H]1C=C[C@H](C1)N(C(=O)OC(C)(C)C)C(=O)OC(C)(C)C)NCC(C1=CC=CC=C1)C1=CC=CC=C1 ({2-chloro-9-[(1R,4S)-4-(di-Boc-amino)-cyclopent-2-enyl]-9H-purin-6-yl}-(2,2-diphenyl-ethyl)-amine). The product is ClC1=NC(=C2N=CN(C2=N1)[C@H]1[C@@H]([C@@H]([C@H](C1)N(C(=O)OC(C)(C)C)C(=O)OC(C)(C)C)O)O)NCC(C1=CC=CC=C1)C1=CC=CC=C1 ((1R,2S,3R,5S)-3-[2-Chloro-6-(2,2-diphenyl-ethylamino)-purin-9-yl]-5-(di-Boc-amino)-cyclopentane-1,2-diol). Reaction SMILES: [C:1]([N:8]([C:27]([O:29][C:30]([CH3:33])([CH3:32])[CH3:31])=[O:28])[C@H:9]1[CH2:13][C@@H:12]([N:14]2[CH:22]=[N:21][C:20]3[C:15]2=[N:16][C:17]([Cl:24])=[N:18][C:19]=3Cl)[C@H:11]([OH:25])[C@@H:10]1[OH:26])([O:3][C:4]([CH3:7])([CH3:6])[CH3:5])=[O:2].ClC1N=C2C(N=CN2[C@@H]2C[C@H](N(C(OC(C)(C)C)=O)C(OC(C)(C)C)=O)C=C2)=C([NH:64][CH2:65][CH:66]([C:73]2[CH:78]=[CH:77][CH:76]=[CH:75][CH:74]=2)[C:67]2[CH:72]=[CH:71][CH:70]=[CH:69][CH:68]=2)N=1>>[Cl:24][C:17]1[N:16]=[C:15]2[C:20]([N:21]=[CH:22][N:14]2[C@@H:12]2[CH2:13][C@H:9]([N:8]([C:27]([O:29][C:30]([CH3:32])([CH3:33])[CH3:31])=[O:28])[C:1]([O:3][C:4]([CH3:7])([CH3:6])[CH3:5])=[O:2])[C@@H:10]([OH:26])[C@H:11]2[OH:25])=[C:19]([NH:64][CH2:65][CH:66]([C:67]2[CH:72]=[CH:71][CH:70]=[CH:69][CH:68]=2)[C:73]2[CH:78]=[CH:77][CH:76]=[CH:75][CH:74]=2)[N:18]=1. Starting materials: ClC(C(=O)[O-])(F)F.[Na+] (sodium chlorodifluoroacetate), [OH-].[Na+] (sodium hydroxide), ClC=1C=C(C(O)=CC1)O (4-chlorocatechol), Cl (hydrochloric acid). Run in O (water), CN(C=O)C (N,N-dimethylformamide), C(C)(=O)OCC (ethyl acetate), O (water). Run at temperature 125 celsius. Product: ClC=1C=CC(=C(C1)O)OC(F)F (5-chloro-2-difluoromethoxyphenol). Yield: 19.4%. As a reaction SMILES: Cl[C:2]([F:7])([F:6])C([O-])=O.[Na+].[OH-].[Na+].[Cl:11][C:12]1[CH:13]=[C:14]([OH:19])[C:15](=[CH:17][CH:18]=1)[OH:16].Cl>C(OCC)(=O)C.O.CN(C)C=O>[Cl:11][C:12]1[CH:18]=[CH:17][C:15]([O:16][CH:2]([F:6])[F:7])=[C:14]([OH:19])[CH:13]=1 |f:0.1,2.3|. Procedure: 723 mg (5.0 mmol) of sodium chlorodifluoroacetate, 220 mg (5.5 mmol) of sodium hydroxide and 838 mg (5.5 mmol) of 4-chlorocatechol were successively added to a mixture of 7.0 mL of N,N-dimethylformamide and 0.1 mL of water under argon atmosphere with stirring. The mixture was slowly heated to 125° C. and allowed to react at this temperature for 1.0 h. The reaction was stopped and cooled to room temperature. To the reaction solution was added 10 mL of 1.0 mol/L hydrochloric acid until the solutio... The reactants are C(C)(C)(C)OC(=O)N1CCN(CC1)CC(=O)OC (4-Methoxycarbonylmethyl-piperazine-1-carboxylic Acid tert-butyl Ester), [OH-].[K+] (KOH). Run in O1CCCC1 (tetrahydrofuran). Yields the product C(C)(C)(C)OC(=O)N1CCN(CC1)CC(=O)O (4-Carboxymethyl-piperazine-1-carboxylic Acid tert-butyl Ester). The yield is 37.0%. RXN SMILES: [C:1]([O:5][C:6]([N:8]1[CH2:13][CH2:12][N:11]([CH2:14][C:15]([O:17]C)=[O:16])[CH2:10][CH2:9]1)=[O:7])([CH3:4])([CH3:3])[CH3:2].[OH-].[K+]>O1CCCC1>[C:1]([O:5][C:6]([N:8]1[CH2:9][CH2:10][N:11]([CH2:14][C:15]([OH:17])=[O:16])[CH2:12][CH2:13]1)=[O:7])([CH3:4])([CH3:2])[CH3:3] |f:1.2|. Reported procedure: Intermediate 27(a) (3.6 g, 13.2 mmol) and a 5% aqueous KOH solution (90 mL, 80.0 mmol) were stirred in tetrahydrofuran (30 mL, 0.44 M) at 22° C. for 2 hours. The volatiles were removed in vacuo and treatment with strongly acidic Dowex-50™ (WX8-200), elution with ammonium hydroxide (1.0 N), and treatment with Amberlite™ CG-50 afforded Intermediate 27(b) (1.2 g) in 37% yield.